Dataset: the Open Reaction Database (ORD), a public repository of structured organic reaction records. Task: describe an organic reaction: reactants, conditions, products, and yield The reactants are O (water), Cl.NC=1C=NC2=CC=CC=C2C1SC (3-amino-4-methylthio-quinoline-hydrochloride), corresponding base, C(C)(=O)OC(C)=O (acetic anhydride). The solvent is N1=CC=CC=C1 (pyridine). The product is C(C)(=O)NC=1C=NC2=CC=CC=C2C1SC (3-acetylamino-4-methylthio-quinoline). The yield is 90.0%. Reaction SMILES: Cl.[NH2:2][C:3]1[CH:4]=[N:5][C:6]2[C:11]([C:12]=1[S:13][CH3:14])=[CH:10][CH:9]=[CH:8][CH:7]=2.[C:15](OC(=O)C)(=[O:17])[CH3:16].O>N1C=CC=CC=1>[C:15]([NH:2][C:3]1[CH:4]=[N:5][C:6]2[C:11]([C:12]=1[S:13][CH3:14])=[CH:10][CH:9]=[CH:8][CH:7]=2)(=[O:17])[CH3:16] |f:0.1|. Procedure: 22.67 g (0.1 mole) of 3-amino-4-methylthio-quinoline-hydrochloride [or 19.02 g (0.1 mole) of the corresponding base] are dissolved in 125 ml of pyridine, whereupon 10.7 g (0.105 mole) of acetic anhydride are added at 10°-15° C. When the yellow colour of the solution has disappeared, the reaction mixture is poured into 1000 ml of water. The precipitated white crystals are filtered. Thus 20.9 g of 3-acetylamino-4-methylthio-quinoline are obtained, yield 90%, m.p.: 137°-138° C. (after crystallizati...